This data is from the Open Reaction Database (ORD), a public repository of structured organic reaction records. The task is: describe an organic reaction: reactants, conditions, products, and yield The reactants are ClCCl, COCOCC1(C)Cn2cc([N+](=O)[O-])nc2O1, O=C(O)C(F)(F)F. Product: CC1(CO)Cn2cc([N+](=O)[O-])nc2O1. As a reaction SMILES: [CH2:25]([Cl:26])[Cl:27].[CH3:8][O:9][CH2:10][O:11][CH2:12][C:13]1([CH3:24])[CH2:14][n:15]2[c:16]([n:18][c:19]([N+:21](=[O:22])[O-:23])[cH:20]2)[O:17]1.[OH:1][C:2]([C:3]([F:4])([F:5])[F:6])=[O:7]>>[OH:11][CH2:12][C:13]1([CH3:24])[CH2:14][n:15]2[c:16]([n:18][c:19]([N+:21](=[O:22])[O-:23])[cH:20]2)[O:17]1. Starting materials: [Cl-].[Cl-].[Cl-].[Al+3] (aluminium trichloride), CC=1C=C2CCC3(C2=C(C1)C)CC(C(C(C3)=O)C(CC)=O)=O (5', 7'-dimethyl-4-propionylspiro[cyclohexane-1,1'-indan]-3,5-dione), C(C)(=O)Cl (acetyl chloride), Cl (hydrochloric acid). The solvent is ClCCCl (1,2-dichloroethane), ClC(C)Cl (dichloroethane), ClC(C)Cl (dichloroethane). Conditions: temperature 20 celsius, time 12 hour. The product is C(C)(=O)C1=C(C=C2CCC3(C2=C1C)CC(C(C(C3)=O)C(CC)=O)=O)C (6'-acetyl-5',7'-dimethyl-4-propionylspiro[cyclohexane-1,1'-indan]-3,5-dione), oil. Isolated yield 29.0%. RXN SMILES: [Cl-].[Cl-].[Cl-].[Al+3].[CH3:5][C:6]1[CH:7]=[C:8]2[C:12](=[C:13]([CH3:15])[CH:14]=1)[C:11]1([CH2:20][C:19](=[O:21])[CH:18]([C:22](=[O:25])[CH2:23][CH3:24])[C:17](=[O:26])[CH2:16]1)[CH2:10][CH2:9]2.[C:27](Cl)(=[O:29])[CH3:28].Cl>ClCCCl.ClC(Cl)C>[C:27]([C:14]1[C:13]([CH3:15])=[C:12]2[C:8]([CH2:9][CH2:10][C:11]32[CH2:16][C:17](=[O:26])[CH:18]([C:22](=[O:25])[CH2:23][CH3:24])[C:19](=[O:21])[CH2:20]3)=[CH:7][C:6]=1[CH3:5])(=[O:29])[CH3:28] |f:0.1.2.3|. Procedure details: To a stirred suspension of aluminium trichloride (4.8 g, 33 mmol) in 1,2-dichloroethane (80 ml) at 20° C. was added a solution of 5', 7'-dimethyl-4-propionylspiro[cyclohexane-1,1'-indan]-3,5-dione (3.2 g, 11 mmol) in dichloroethane (10 ml). A solution of acetyl chloride (1.0 g, 13 mmol) in dichloroethane (10 ml) was added and the mixture was stirred at 20° C. for 12 hours. The solution was poured onto cold dilute hydrochloric acid and then extracted with diethyl ether. The ether layer was separa... The reactants are [BH4-], COC(=O)CC(c1ccc2[nH]ccc2c1)c1ccccc1C#N, CO, [Na+], CC(C)(O)C(C)(C)O. Yields the product O=C1CC(c2ccc3[nH]ccc3c2)c2ccccc2CN1. As a reaction SMILES: [BH4-:32].[CH3:1][O:2][C:3]([CH2:4][CH:5]([c:6]1[cH:7][c:8]2[cH:9][cH:10][nH:11][c:12]2[cH:13][cH:14]1)[c:15]1[c:16]([C:21]#[N:22])[cH:17][cH:18][cH:19][cH:20]1)=[O:23].[CH3:34][OH:35].[Na+:33].[OH:24][C:25]([C:26]([OH:27])([CH3:28])[CH3:29])([CH3:30])[CH3:31]>>[C:3]1(=[O:23])[CH2:4][CH:5]([c:6]2[cH:7][c:8]3[cH:9][cH:10][nH:11][c:12]3[cH:13][cH:14]2)[c:15]2[c:16]([cH:17][cH:18][cH:19][cH:20]2)[CH2:21][NH:22]1.